Dataset: the Open Reaction Database (ORD), a public repository of structured organic reaction records. Task: describe an organic reaction: reactants, conditions, products, and yield Reactants: Cl.N[C@@H]1C(N(CC1)CC=1C=C(C#N)C=CC1)=O (3-(3-(S)-amino-2-oxo-pyrrolidin-1-ylmethyl)-benzonitrile hydrochloride), ClC1=CC=C2C(=N1)C=C(S2)S(=O)(=O)Cl (5-chlorothieno[3,2-b]pyridine-2-sulfonyl chloride). The product is C(#N)C=1C=C(CN2C([C@H](CC2)NS(=O)(=O)C2=CC3=NC(=CC=C3S2)Cl)=O)C=CC1 (5-Chlorothieno[3,2-b]pyridine-2-sulfonic acid [1-(3-cyanobenzyl)-2-oxo-pyrrolidin-3-(S)-yl]-amide). RXN SMILES: Cl.[NH2:2][C@H:3]1[CH2:7][CH2:6][N:5]([CH2:8][C:9]2[CH:10]=[C:11]([CH:14]=[CH:15][CH:16]=2)[C:12]#[N:13])[C:4]1=[O:17].[Cl:18][C:19]1[N:24]=[C:23]2[CH:25]=[C:26]([S:28](Cl)(=[O:30])=[O:29])[S:27][C:22]2=[CH:21][CH:20]=1>>[C:12]([C:11]1[CH:10]=[C:9]([CH:16]=[CH:15][CH:14]=1)[CH2:8][N:5]1[CH2:6][CH2:7][C@H:3]([NH:2][S:28]([C:26]2[S:27][C:22]3[C:23](=[N:24][C:19]([Cl:18])=[CH:20][CH:21]=3)[CH:25]=2)(=[O:29])=[O:30])[C:4]1=[O:17])#[N:13] |f:0.1|. Procedure: The title compound is prepared from 3-(3-(S)-amino-2-oxo-pyrrolidin-1-ylmethyl)-benzonitrile hydrochloride as described in EXAMPLE 1, Part E using 5-chlorothieno[3,2-b]pyridine-2-sulfonyl chloride in place of benzo[b]thiophene-2sulfonyl chloride. The product is obtained as a white solid. Starting materials: [C@@H]1(C[C@H](O)[C@@H](CO)O1)N1C(=O)NC(=O)C(C)=C1 (Thymidine), N1=CN=C2N=CNC2=C1N (Adenine), F[C@H]1[C@@H](O[C@@H]([C@H]1O)CO)N1C(=O)NC(=O)C=C1 (1-(2-deoxy-2-fluoro-β-D-ribofuranosyl)uracil), purine nucleoside, [N-]=[N+]=[N-].[K+] (potassium azide), [N-]=[N+]=[N-].[K+] (potassium azide). Solvent: P(=O)([O-])([O-])[O-].[K+].[K+].[K+] (potassium phosphate), P(=O)([O-])([O-])[O-].[K+].[K+].[K+] (potassium phosphate). Conditions: temperature 37 celsius. The product is F[C@H]1[C@@H](O[C@@H]([C@H]1O)CO)N1C2=NC=NC(=C2N=C1)N (9-(2-Deoxy-2-fluoro-β-D-ribofuranosyl)adenine). Reaction SMILES: [N:1]1[C:9]([NH2:10])=[C:8]2[C:4]([N:5]=[CH:6][NH:7]2)=[N:3][CH:2]=1.[F:11][C@@H:12]1[C@H:16]([OH:17])[C@@H:15]([CH2:18][OH:19])[O:14][C@H:13]1N1C=CC(=O)NC1=O.[N-]=[N+]=[N-].[K+].[C@@H]1(N2C=C(C)C(=O)NC2=O)O[C@H](CO)[C@@H](O)C1>P([O-])([O-])([O-])=O.[K+].[K+].[K+]>[F:11][C@@H:12]1[C@H:16]([OH:17])[C@@H:15]([CH2:18][OH:19])[O:14][C@H:13]1[N:5]1[CH:6]=[N:7][C:8]2[C:4]1=[N:3][CH:2]=[N:1][C:9]=2[NH2:10] |f:2.3,5.6.7.8|. Reported procedure: Adenine (Mann Research Laboratories, Inc., 0.8 g, 5.9 mmoles) and 1-(2-deoxy-2-fluoro-β-D-ribofuranosyl)uracil (0.4 g; 1.6 mmoles) which may be prepared according to J. F. Codington et al. (J. Org. Chem. 29:558, 1964) were suspended in 20 ml of 10 mM potassium phosphate buffer, pH 7.0, which contained 0.04% (w/v) potassium azide. Thymidine phosphorylase (2,400 I.U.) and purine nucleoside phosphorylase (3,900 I.U.) (T. A. Krenitsky et al., Biochemistry 20:3615, 1981 and U.S. Pat. No. 4,381,344) w...